Dataset: the Open Reaction Database (ORD), a public repository of structured organic reaction records. Task: describe an organic reaction: reactants, conditions, products, and yield The reactants are CC(C)(C)OC(=O)NC1CCC(N)CC1, CN(C)c1ccccn1, CCO, CCOC(=O)c1cnc(-c2ccccc2)nc1Cl. Yields the product CCOC(=O)c1cnc(-c2ccccc2)nc1NC1CCC(NC(=O)OC(C)(C)C)CC1. Reaction SMILES: [C:19]([CH3:20])([CH3:21])([CH3:22])[O:23][C:24](=[O:25])[NH:26][CH:27]1[CH2:28][CH2:29][CH:30]([NH2:33])[CH2:31][CH2:32]1.[CH3:34][N:35]([c:36]1[cH:37][cH:38][cH:39][cH:40][n:41]1)[CH3:42].[CH3:43][CH2:44][OH:45].[Cl:1][c:2]1[n:3][c:4](-[c:13]2[cH:14][cH:15][cH:16][cH:17][cH:18]2)[n:5][cH:6][c:7]1[C:8](=[O:9])[O:10][CH2:11][CH3:12]>>[c:2]1([NH:33][CH:30]2[CH2:29][CH2:28][CH:27]([NH:26][C:24]([O:23][C:19]([CH3:20])([CH3:21])[CH3:22])=[O:25])[CH2:32][CH2:31]2)[n:3][c:4](-[c:13]2[cH:14][cH:15][cH:16][cH:17][cH:18]2)[n:5][cH:6][c:7]1[C:8](=[O:9])[O:10][CH2:11][CH3:12]. The reactants are [OH-].[Na+] (sodium hydroxide), C([C@@H](O)C1=CC=CC=C1)(=O)O.C1(=CC=CC=C1)C1(CC[S@]([C@H]2CNC[C@H]21)=O)C2=CC=CC=C2 ((1R*,4aR*,7aR*)-4,4-diphenylperhydrothiopyrano[2,3-c]pyrrole 1-oxide (S)-mandelate). Solvent: ClCCl (dichloromethane). Product: C1(=CC=CC=C1)C1(CC[S@]([C@H]2CNC[C@H]21)=O)C2=CC=CC=C2 ((1R*,4aR*,7aR*)-(-)-4,4-diphenylperhydrothiopyrano-[2,3-c]pyrrole 1-oxide). The yield is 82.4%. RXN SMILES: [OH-].[Na+].C(O)(=O)[C@H](C1C=CC=CC=1)O.[C:14]1([C:20]2([C:30]3[CH:35]=[CH:34][CH:33]=[CH:32][CH:31]=3)[C@H:28]3[C@H:24]([CH2:25][NH:26][CH2:27]3)[S@:23](=[O:29])[CH2:22][CH2:21]2)[CH:19]=[CH:18][CH:17]=[CH:16][CH:15]=1>ClCCl>[C:30]1([C:20]2([C:14]3[CH:19]=[CH:18][CH:17]=[CH:16][CH:15]=3)[C@H:28]3[C@H:24]([CH2:25][NH:26][CH2:27]3)[S@:23](=[O:29])[CH2:22][CH2:21]2)[CH:31]=[CH:32][CH:33]=[CH:34][CH:35]=1 |f:0.1,2.3|. Reported procedure: 40 cm3 of dichloromethane and 7.0 cm3 of 1N aqueous sodium hydroxide are added to 2.06 g of (1R*,4aR*,7aR*)-4,4-diphenylperhydrothiopyrano[2,3-c]pyrrole 1-oxide (S)-mandelate. The mixture is stirred for a few minutes after dissolution of the starting product, the organic phase is dried over magnesium sulphate and concentrated to dryness under reduced pressure (2.7 kPa). The residue is disintegrated in an ethyl acetate and ethyl ether mixture, the solid is washed with diisopropyl oxide and dried.... Reactants: [Br-], C1CCOC1, Cc1ccccc1[Mg+], O=C1OC(=O)c2sccc21. Reaction SMILES: [Br-:11].[CH2:20]1[O:21][CH2:22][CH2:23][CH2:24]1.[CH3:12][c:13]1[c:14]([Mg+:19])[cH:15][cH:16][cH:17][cH:18]1.[s:1]1[c:2]2[c:3]([cH:4][cH:5]1)[C:6](=[O:7])[O:8][C:9]2=[O:10]>>[s:1]1[c:2]([C:9]([OH:8])=[O:10])[c:3]([C:6](=[O:7])[c:14]2[c:13]([CH3:12])[cH:18][cH:17][cH:16][cH:15]2)[cH:4][cH:5]1. Yields the product Cc1ccccc1C(=O)c1ccsc1C(=O)O. The reactants are [Al](Br)(Br)Br (AlBr3), C(C)(=O)C1=CC(=C(C=C1)C1=CC=C(C=C1)OC)[N+](=O)[O-] (4-Acetyl-4'-methoxy-2-nitro biphenyl), Cl (HCl), CCCCCC.C(C)(=O)OCC (hexane ethyl acetate). The solvent is C1=CC=CC=C1 (benzene), C1=CC=CC=C1 (benzene). Run at time 3.5 hour. Yields the product C(C)(=O)C1=CC(=C(C=C1)C1=CC=C(C=C1)O)[N+](=O)[O-] (4-Acetyl-4'-hydroxy-2-nitro biphenyl). Reaction SMILES: [Al](Br)(Br)Br.[C:5]([C:8]1[CH:13]=[CH:12][C:11]([C:14]2[CH:19]=[CH:18][C:17]([O:20]C)=[CH:16][CH:15]=2)=[C:10]([N+:22]([O-:24])=[O:23])[CH:9]=1)(=[O:7])[CH3:6].CCCCCC.C(OCC)(=O)C.Cl>C1C=CC=CC=1>[C:5]([C:8]1[CH:13]=[CH:12][C:11]([C:14]2[CH:15]=[CH:16][C:17]([OH:20])=[CH:18][CH:19]=2)=[C:10]([N+:22]([O-:24])=[O:23])[CH:9]=1)(=[O:7])[CH3:6] |f:2.3|. Reported procedure: To a stirred solution of AlBr3 (12.6 g, 47.4 mmole) in benzene (45 mL) is added dropwise under nitrogen a solution of the methylether (5 g, 18.45 mmole) of Step A in benzene (12 mL) over 30 minutes. The resulting solution is stirred at room temperature for 3.5 hours. (TLC, 8:2 hexane-ethyl acetate). The mixture is cooled in an ice bath and the complex is decomposed by the dropwise addition of 6N-HCl (ca. 37 mL). The organic layer is separated and the aqueous phase is reextracted with ether (3×).... Reactants: O(Cl)Cl (oxychloride), 81g, CN(C)C=O (DMF), O.NN (hydrazine hydrate), C1(=CC=CC=C1)CC(=O)O (phenylacetic acid), CN(C)C=O (DMF), [OH-].[Na+] (NaOH). Run at temperature 70 celsius, time 5 minute. Yields the product C[N+](=CCl)C.[Cl-] (Vilsmeier reagent), 35g, C1(=CC=CC=C1)C=1C=NNC1 (4-phenyl-1H-pyrazole). As a reaction SMILES: O(Cl)[Cl:2].[C:4]1([CH2:10][C:11](O)=O)[CH:9]=[CH:8][CH:7]=[CH:6][CH:5]=1.[OH-].[Na+].O.[NH2:17][NH2:18].[CH3:19][N:20]([CH:22]=O)[CH3:21]>>[CH3:21][N+:20]([CH3:19])=[CH:22][Cl:2].[Cl-:2].[C:4]1([C:10]2[CH:11]=[N:17][NH:18][CH:19]=2)[CH:9]=[CH:8][CH:7]=[CH:6][CH:5]=1 |f:2.3,4.5,7.8|. Procedure: Vilsmeier reagent was prepared by adding 84 mL (0.9 mol) of phosphous oxychloride to 81g (1.1 mol) of DMF with cooling. The reagent was stirred 5 min. and 40.8 g (0.3 mol) of phenylacetic acid in 150 mL of DMF was added dropwise. The mixture was heated at 70° C. for 18 hr, poured onto ice, made basic with 35% aqueous NaOH, filtered free of a solid by-product, and extracted into methylene chloride. The methylene chloride solution was dried over magnesium sulfate and stripped. The residue of 2-phe... Reaction SMILES: [C:36](=[O:37])([O-:38])[O-:39].[CH3:20][NH:21][C:22](=[O:23])[c:24]1[c:25]2[c:26]([s:27][c:28]1[CH2:29][CH3:30])[cH:31][c:32]([OH:35])[cH:33][cH:34]2.[Cl:1][c:2]1[c:3]2[c:4]([n:5][cH:6][cH:7]1)[cH:8][c:9]([C:11](=[O:12])[N:13]1[CH2:14][CH:15]([O:18][CH3:19])[CH2:16][CH2:17]1)[s:10]2.[Cs+:40].[Cs+:41]>>[c:2]1([O:35][c:32]2[cH:31][c:26]3[c:25]([c:24]([C:22]([NH:21][CH3:20])=[O:23])[c:28]([CH2:29][CH3:30])[s:27]3)[cH:34][cH:33]2)[c:3]2[c:4]([n:5][cH:6][cH:7]1)[cH:8][c:9]([C:11](=[O:12])[N:13]1[CH2:14][CH:15]([O:18][CH3:19])[CH2:16][CH2:17]1)[s:10]2. Starting materials: O=C([O-])[O-], CCc1sc2cc(O)ccc2c1C(=O)NC, COC1CCN(C(=O)c2cc3nccc(Cl)c3s2)C1, [Cs+], [Cs+]. Yields the product CCc1sc2cc(Oc3ccnc4cc(C(=O)N5CCC(OC)C5)sc34)ccc2c1C(=O)NC. Reactants: COC=1C=CC2=C(C(=C3N2CC2=CC=CC=C32)CC[N+](=O)[O-])N1 (2-Methoxy-11-(2-nitroethyl)-6H-pyrido[2′,3′:4,5]pyrrolo[2,1-a]-isoindole). The reagents and catalysts are [Ni] (Raney nickel). Run in CO (methanol). Yields the product COC=1C=CC2=C(C(=C3N2CC2=CC=CC=C32)CCN)N1 (2-(2-Methoxy-6H-pyrido[2′,3′:4,5]pyrrolo[2,1-a]isoindol-11-yl)-ethylamine). Reaction SMILES: [CH3:1][O:2][C:3]1[CH:4]=[CH:5][C:6]2[N:10]3[CH2:11][C:12]4[C:17]([C:9]3=[C:8]([CH2:18][CH2:19][N+:20]([O-])=O)[C:7]=2[N:23]=1)=[CH:16][CH:15]=[CH:14][CH:13]=4>[Ni].CO>[CH3:1][O:2][C:3]1[CH:4]=[CH:5][C:6]2[N:10]3[CH2:11][C:12]4[C:17]([C:9]3=[C:8]([CH2:18][CH2:19][NH2:20])[C:7]=2[N:23]=1)=[CH:16][CH:15]=[CH:14][CH:13]=4. Reported procedure: Under a hydrogen pressure of 55 psi, 530 mg (1.71 mmol) of the compound obtained in Step G and 210 mg of Raney nickel are stirred in 20 ml of methanol at 60° C. for 15 hours. After returning to room temperature, the reaction mixture is filtered using a Büchner funnel and then evaporated to yield the title amine in the form of a brown oil. Starting materials: [Li]CCCC (nBuLi), FC1C(C=CC(=C1[Si](C)(C)C)F)(O)COC (2,4-Difluoro-3-trimethylsilyl- 1 -methoxymethylphenol), CSSC (Methyldisulfide). Run in C1CCOC1 (THF). Conditions: temperature -78 celsius, time 2.5 hour. The product is FC1C(C(=CC(=C1[Si](C)(C)C)F)SC)(O)COC (2,4-Difluoro-6-methylmercapto-3-trimethylsilyl- 1-methoxymethyl phenol). The yield is 67.7%. RXN SMILES: [F:1][CH:2]1[C:7]([Si:8]([CH3:11])([CH3:10])[CH3:9])=[C:6]([F:12])[CH:5]=[CH:4][C:3]1([CH2:14][O:15][CH3:16])[OH:13].[Li]CCCC.[CH3:22][S:23]SC>C1COCC1>[F:1][CH:2]1[C:7]([Si:8]([CH3:9])([CH3:10])[CH3:11])=[C:6]([F:12])[CH:5]=[C:4]([S:23][CH3:22])[C:3]1([CH2:14][O:15][CH3:16])[OH:13]. Procedure: A flame-dried 3-necked flask was charged with 2,4-difluoro-3-trimethylsilyl-1-methoxymethylphenol (27, 0.63 g, 2.56 mmol) in 15 mL of freshly distilled THF under argon and this mixture was cooled to −78° C. (FIG. 2E). nBuLi (2.5 M solution in hexane, 1.16 mL, 2.9 mmol) was added to this reaction mixture which was allowed to stir at −78° C. for 2.5 h under argon. Methyldisulfide (0.27 g, 2.9 mmol) was then added to the mixture at −78° C. and then the acetone/dry ice bath was removed and the react... Reactants: [BH4-], CCOC(=O)CCn1c(C)cnc(NNS(=O)(=O)Cc2ccccc2)c1=O, CO, ClCCl, [Na+], C1CCOC1, O. Yields the product Cc1cnc(NNS(=O)(=O)Cc2ccccc2)c(=O)n1CCCO. RXN SMILES: [BH4-:30].[CH2:1]([c:2]1[cH:3][cH:4][cH:5][cH:6][cH:7]1)[S:8](=[O:9])(=[O:10])[NH:11][NH:12][c:13]1[c:14](=[O:27])[n:15]([CH2:20][CH2:21][C:22](=[O:23])[O:24][CH2:25][CH3:26])[c:16]([CH3:19])[cH:17][n:18]1.[CH3:28][OH:29].[Cl:38][CH2:39][Cl:40].[Na+:31].[O:32]1[CH2:33][CH2:34][CH2:35][CH2:36]1.[OH2:37]>>[CH2:1]([c:2]1[cH:3][cH:4][cH:5][cH:6][cH:7]1)[S:8](=[O:9])(=[O:10])[NH:11][NH:12][c:13]1[c:14](=[O:27])[n:15]([CH2:20][CH2:21][CH2:22][OH:23])[c:16]([CH3:19])[cH:17][n:18]1. Starting materials: CN1CCN(S(=O)(=O)c2cccc(Br)c2)CC1, COc1ccc(CN(Cc2ccc(OC)cc2)c2ncc(-c3nc(N4CCOCC4)nc4c3CCN4)cn2)cc1, COc1ccc(CN(Cc2ccc(OC)cc2)c2ncc(-c3nc(N4CCOCC4)nc4c3CCN4c3cccc(S(=O)(=O)N4CCN(C)CC4)c3)cn2)cc1. The product is CN1CCN(S(=O)(=O)c2cccc(N3CCc4c(-c5cnc(N)nc5)nc(N5CCOCC5)nc43)c2)CC1. As a reaction SMILES: [Br:41][c:42]1[cH:43][c:44]([S:45]([N:46]2[CH2:47][CH2:48][N:49]([CH3:50])[CH2:51][CH2:52]2)(=[O:53])=[O:54])[cH:55][cH:56][cH:57]1.[CH3:1][O:2][c:3]1[cH:4][cH:5][c:6]([CH2:7][N:8]([CH2:9][c:10]2[cH:11][cH:12][c:13]([O:14][CH3:15])[cH:16][cH:17]2)[c:18]2[n:19][cH:20][c:21](-[c:22]3[c:23]4[c:27]([n:28][c:29]([N:30]5[CH2:31][CH2:32][O:33][CH2:34][CH2:35]5)[n:36]3)[NH:26][CH2:25][CH2:24]4)[cH:37][n:38]2)[cH:39][cH:40]1.[CH3:58][O:59][c:60]1[cH:61][cH:62][c:63]([CH2:64][N:65]([c:66]2[n:67][cH:68][c:69](-[c:72]3[c:73]4[c:74]([n:75][c:76]([N:78]5[CH2:79][CH2:80][O:81][CH2:82][CH2:83]5)[n:77]3)[N:84]([c:87]3[cH:88][c:89]([S:93](=[O:94])(=[O:95])[N:96]5[CH2:97][CH2:98][N:99]([CH3:102])[CH2:100][CH2:101]5)[cH:90][cH:91][cH:92]3)[CH2:85][CH2:86]4)[cH:70][n:71]2)[CH2:103][c:104]2[cH:105][cH:106][c:107]([O:108][CH3:109])[cH:110][cH:111]2)[cH:112][cH:113]1>>[NH2:65][c:66]1[n:67][cH:68][c:69](-[c:72]2[c:73]3[c:74]([n:75][c:76]([N:78]4[CH2:79][CH2:80][O:81][CH2:82][CH2:83]4)[n:77]2)[N:84]([c:87]2[cH:88][c:89]([S:93](=[O:94])(=[O:95])[N:96]4[CH2:97][CH2:98][N:99]([CH3:102])[CH2:100][CH2:101]4)[cH:90][cH:91][cH:92]2)[CH2:85][CH2:86]3)[cH:70][n:71]1.